This data is from the Open Reaction Database (ORD), a public repository of structured organic reaction records. The task is: describe an organic reaction: reactants, conditions, products, and yield Reactants: CCl (methyl chloride), C(CCCCCCCCC)N(C)CCCCCCCCC (decylnonylmethylamine), CI (methyl iodide), [I-].C(CCCCCCCCC)[N+](C)(C)CCCCCCC(C)C (decylisononyldimethylammonium iodide), [Cl-].C(CCCCCCCCC)[N+](C)(C)CCCCCCCCC (decylnonyldimethylammonium chloride), CBr (methyl bromide), [Br-].C(CCCCCCCCC)[N+](C)(C)CCCCCCC(C)C (decylisononyldimethylammonium bromide). The product is [Cl-].C(CCCCCCCCC)[N+](C)(C)CCCCCCC(C)C (Decylisononyldimethylammonium Chloride). RXN SMILES: C(N(CCCCCCCCC)C)CCCCCCCCC.[Cl-:22].C([N+](CCCCCCCCC)(C)C)CCCCCCCCC.CBr.CI.CCl.[Br-].[CH2:52]([N+:62]([CH2:65][CH2:66][CH2:67][CH2:68][CH2:69][CH2:70][CH:71]([CH3:73])[CH3:72])([CH3:64])[CH3:63])[CH2:53][CH2:54][CH2:55][CH2:56][CH2:57][CH2:58][CH2:59][CH2:60][CH3:61].[I-].C([N+](CCCCCCC(C)C)(C)C)CCCCCCCCC>>[Cl-:22].[CH2:52]([N+:62]([CH2:65][CH2:66][CH2:67][CH2:68][CH2:69][CH2:70][CH:71]([CH3:72])[CH3:73])([CH3:64])[CH3:63])[CH2:53][CH2:54][CH2:55][CH2:56][CH2:57][CH2:58][CH2:59][CH2:60][CH3:61] |f:1.2,6.7,8.9,10.11|. Procedure details: When decylnonylmethylamine is used instead of decylisononylmethylamine, the product is decylnonyldimethylammonium chloride. Similarly, when methyl bromide or methyl iodide are used instead of methyl chloride, the products are decylisononyldimethylammonium bromide and decylisononyldimethylammonium iodide, respectively. The reactants are C(C1=CC=CC=C1)OC1=CC=C(C=C1)S(=O)(=O)Cl (4-benzyloxybenzenesulfonyl chloride), [OH-].[Na+] (sodium hydroxide), Cl (hydrochloric acid), N1[C@H](CC2=CC=CC=C12)C(=O)O ((R)-2,3-dihydro-1H-indole-2-carboxylic acid), [OH-].[Na+] (sodium hydroxide). The solvent is O1CCOCC1 (dioxane), O (water). Run at time 8 hour. The product is C(C1=CC=CC=C1)OC1=CC=C(C=C1)S(=O)(=O)N1[C@H](CC2=CC=CC=C12)C(=O)O ((R)-1-(4-benzyloxy-benzenesulfonyl)-2,3-dihydro-1H-indole-2-carboxylic acid). Isolated yield 92.6%. Reaction SMILES: [NH:1]1[C:9]2[C:4](=[CH:5][CH:6]=[CH:7][CH:8]=2)[CH2:3][C@@H:2]1[C:10]([OH:12])=[O:11].[OH-].[Na+].[CH2:15]([O:22][C:23]1[CH:28]=[CH:27][C:26]([S:29](Cl)(=[O:31])=[O:30])=[CH:25][CH:24]=1)[C:16]1[CH:21]=[CH:20][CH:19]=[CH:18][CH:17]=1.Cl>O.O1CCOCC1>[CH2:15]([O:22][C:23]1[CH:28]=[CH:27][C:26]([S:29]([N:1]2[C:9]3[C:4](=[CH:5][CH:6]=[CH:7][CH:8]=3)[CH2:3][C@@H:2]2[C:10]([OH:12])=[O:11])(=[O:31])=[O:30])=[CH:25][CH:24]=1)[C:16]1[CH:17]=[CH:18][CH:19]=[CH:20][CH:21]=1 |f:1.2|. Procedure details: To a solution of (R)-2,3-dihydro-1H-indole-2-carboxylic acid (2.89 g, 14.5 mmol) and 1N sodium hydroxide (37.7 mL, 37.7 mmol) in water (79 mL) stirring at room temperature is added dropwise a solution of 4-benzyloxybenzenesulfonyl chloride (4.1 g, 14.5 mmol) in dioxane (104 mL). Upon completion of the addition, the pH of the reaction mixture is monitored and maintained between 7–8 by slow addition of 1N aqueous sodium hydroxide over the next 2 hours. The reaction mixture is stirred overnight at ... The product is FC(C1=NC=NC=C1C(OCC1=CC=CC=C1)C=1C(=NC=NC1)OC)(F)F (1-(4-trifluoromethylpyrimidin-5-yl)-1-(4-methoxypyrimidin-5-yl)-1-benzyloxymethane). Solvent: CCCCCC.CCOC(=O)C (hexane EtOAc), C1CCOC1 (THF), C1CCOC1 (THF), CN(C=O)C (Dimethyl formamide), CCCCCC.CCOC(=O)C (hexane EtOAc). Isolated yield 52.9%. As a reaction SMILES: [F:1][C:2]([F:20])([F:19])[C:3]1[C:8]([CH:9]([C:11]2[C:12]([O:17][CH3:18])=[N:13][CH:14]=[N:15][CH:16]=2)[OH:10])=[CH:7][N:6]=[CH:5][N:4]=1.[H-].[Na+].[Na+].[I-].[CH2:25](Cl)[C:26]1[CH:31]=[CH:30][CH:29]=[CH:28][CH:27]=1>C1COCC1.CCCCCC.CCOC(C)=O.CN(C)C=O>[F:20][C:2]([F:1])([F:19])[C:3]1[C:8]([CH:9]([C:11]2[C:12]([O:17][CH3:18])=[N:13][CH:14]=[N:15][CH:16]=2)[O:10][CH2:25][C:26]2[CH:31]=[CH:30][CH:29]=[CH:28][CH:27]=2)=[CH:7][N:6]=[CH:5][N:4]=1 |f:1.2,3.4,7.8|. Procedure details: 1-(4-trifluoromethylpyrimidin-5-yl)-1-(4-methoxypyrimidin-5-yl)methanol (56 mg, 0.196 mmol) in THF (2.5 ml) was added dropwise to a suspension of NaH (12 mg, 0.40 mmol, 80% in mineral oil) in THF (0.5 ml) at ice-bath temperature and stirred for 45 minutes. NaI (56 mg, 0.37 mmol) was then added as a solid and benzyl chloride (50 μl, 54 mg, 0.90 mmol, 2.25 equivalent) via syringe. Dimethyl formamide (DMF) (0.5 ml) was added and the solution was allowed to warm to room temperature. When the reactio... Conditions: time 45 minute. Reactants: FC(C1=NC=NC=C1C(O)C=1C(=NC=NC1)OC)(F)F (1-(4-trifluoromethylpyrimidin-5-yl)-1-(4-methoxypyrimidin-5-yl)methanol), [H-].[Na+] (NaH), [Na+].[I-] (NaI), C(C1=CC=CC=C1)Cl (benzyl chloride). The reactants are CS(=O)(=O)C1=CC=C(C(=N1)C(F)(F)F)C(=O)OCC (ethyl 6-methylsulfonyl-2-trifluoromethylpyridin-3-ylcarboxylate), solid, [C-]#N.[K+] (potassium cyanide), C1COCCOCCOCCOCCOCCO1 (18-crown-6), [C-]#N.[K+] (potassium cyanide), ice water. Run in CN(C=O)C (dimethylformamide). Yields the product C(#N)C1=CC=C(C(=N1)C(F)(F)F)C(=O)OCC (ethyl 6-cyano-2-trifluoromethylpyridin-3-ylcarboxylate). Reaction SMILES: CS([C:5]1[N:10]=[C:9]([C:11]([F:14])([F:13])[F:12])[C:8]([C:15]([O:17][CH2:18][CH3:19])=[O:16])=[CH:7][CH:6]=1)(=O)=O.[C-:20]#[N:21].[K+].C1OCCOCCOCCOCCOCCOC1>CN(C)C=O>[C:20]([C:5]1[N:10]=[C:9]([C:11]([F:14])([F:13])[F:12])[C:8]([C:15]([O:17][CH2:18][CH3:19])=[O:16])=[CH:7][CH:6]=1)#[N:21] |f:1.2|. Reported procedure: Under an atmosphere of nitrogen and with stirring, a solution of 0.596 g of ethyl 6-methylsulfonyl-2-trifluoromethylpyridin-3-ylcarboxylate in 5 ml of dimethylformamide is treated with 160 mg of solid potassium cyanide and a spatula tipful of 18-crown-6, and the mixture is heated at 80° C. for 3 hours. The mixture is cooled overnight, and the next day another 30 mg of potassium cyanide are added and the mixture is heated further until the starting material has disappeared (approximately 2 hours)...